Dataset: the Open Reaction Database (ORD), a public repository of structured organic reaction records. Task: describe an organic reaction: reactants, conditions, products, and yield The reactants are NC1=CC=C(C=C1)CC(=O)O (p-aminophenylacetic acid), C(#N)C1=CC=C(C=C1)CC(=O)O (p-cyanophenylacetic acid). The reagents and catalysts are [Pt] (platinum). Run in Cl (hydrochloric acid). The product is NCC1CCC(CC1)CC(=O)O (4-aminomethylcyclohexylacetic acid). Isolated yield 63.0%. As a reaction SMILES: NC1C=CC(CC(O)=O)=CC=1.[C:12]([C:14]1[CH:19]=[CH:18][C:17]([CH2:20][C:21]([OH:23])=[O:22])=[CH:16][CH:15]=1)#[N:13]>[Pt].Cl>[NH2:13][CH2:12][CH:14]1[CH2:19][CH2:18][CH:17]([CH2:20][C:21]([OH:23])=[O:22])[CH2:16][CH2:15]1. Reported procedure: The p-aminophenylacetic acid described in Example 1 is converted into p-cyanophenylacetic acid by diazotisation in the manner described in J. Chem. Soc., 1941, 745, the yield being 47% of theory; m.p. 138°-141° C. It is then hydrogenated in the presence of platinum catalyst in hydrochloric acid solution to give 4-aminomethylcyclohexylacetic acid; yield 63% of theory; m.p. 120-123° C. (decomp.). Starting materials: [Ag+2], BrCc1ccccc1, Cc1cc(C)c(C#N)c(=O)[nH]1, O=C([O-])[O-], ClCCl. The product is Cc1cc(C)c(C#N)c(OCc2ccccc2)n1. RXN SMILES: [Ag+2:27].[Br:12][CH2:13][c:14]1[cH:15][cH:16][cH:17][cH:18][cH:19]1.[C:1](#[N:2])[c:3]1[c:4](=[O:11])[nH:5][c:6]([CH3:10])[cH:7][c:8]1[CH3:9].[C:23](=[O:24])([O-:25])[O-:26].[Cl:20][CH2:21][Cl:22]>>[C:1](#[N:2])[c:3]1[c:4]([O:11][CH2:13][c:14]2[cH:15][cH:16][cH:17][cH:18][cH:19]2)[n:5][c:6]([CH3:10])[cH:7][c:8]1[CH3:9].